Dataset: the Open Reaction Database (ORD), a public repository of structured organic reaction records. Task: describe an organic reaction: reactants, conditions, products, and yield Starting materials: C1CCOC1, [N-]=[N+]=NC1CCN(Cc2cccc3ncnc(Nc4ccc5c(cnn5Cc5cccc(F)c5)c4)c23)CC1O, O, c1ccc(P(c2ccccc2)c2ccccc2)cc1. The product is NC1CCN(Cc2cccc3ncnc(Nc4ccc5c(cnn5Cc5cccc(F)c5)c4)c23)CC1O. Reaction SMILES: [CH2:59]1[O:60][CH2:61][CH2:62][CH2:63]1.[F:1][c:2]1[cH:3][c:4]([CH2:5][n:6]2[n:7][cH:8][c:9]3[cH:10][c:11]([NH:15][c:16]4[n:17][cH:18][n:19][c:20]5[cH:21][cH:22][cH:23][c:24]([CH2:26][N:27]6[CH2:28][CH:29]([OH:36])[CH:30]([N:33]=[N+:34]=[N-:35])[CH2:31][CH2:32]6)[c:25]45)[cH:12][cH:13][c:14]23)[cH:37][cH:38][cH:39]1.[OH2:64].[c:40]1([P:41]([c:42]2[cH:43][cH:44][cH:45][cH:46][cH:47]2)[c:48]2[cH:49][cH:50][cH:51][cH:52][cH:53]2)[cH:54][cH:55][cH:56][cH:57][cH:58]1>>[F:1][c:2]1[cH:3][c:4]([CH2:5][n:6]2[n:7][cH:8][c:9]3[cH:10][c:11]([NH:15][c:16]4[n:17][cH:18][n:19][c:20]5[cH:21][cH:22][cH:23][c:24]([CH2:26][N:27]6[CH2:28][CH:29]([OH:36])[CH:30]([NH2:33])[CH2:31][CH2:32]6)[c:25]45)[cH:12][cH:13][c:14]23)[cH:37][cH:38][cH:39]1.